From a dataset of the Open Reaction Database (ORD), a public repository of structured organic reaction records. describe an organic reaction: reactants, conditions, products, and yield Starting materials: C(=O)NN (formylhydrazine), ClC(C(OC)=N)(Cl)Cl (methyl 2,2,2-trichloroacetimidate). The product is ClC(C(=N)NNC=O)(Cl)Cl (1-Trichloroacetimidoyl-2-Formylhydrazine). RXN SMILES: [CH:1]([NH:3][NH2:4])=[O:2].[Cl:5][C:6]([Cl:12])([Cl:11])[C:7](=[NH:10])OC>>[Cl:5][C:6]([Cl:12])([Cl:11])[C:7]([NH:4][NH:3][CH:1]=[O:2])=[NH:10]. Procedure details: A mixture of 4.2 g (0.07 mole) formylhydrazine and 20 ml (28.5 g, 0.16 mole) methyl 2,2,2-trichloroacetimidate was stirred at room temperature. After 10 minutes a vigorous reaction occurred and the temperature rose to 65° C. The beige solid that formed was washed with petroleum ether and dried to give 11.0 g [77%, mp 124°-126° C. (decomposed)] of product. An analytical sample was recrystallized from toluene [mp 128°-130° C. (decomposed)]. The structure was confirmed via infrared and elemental an... Starting materials: C(C#C)OC1=CC=C(N)C=C1 (4-(prop-2-ynyloxy)aniline), ClC1=NC=C(C(=N1)Cl)F (2,4-dichloro-5-fluoropyrimidine). Solvent: CCOC(=O)C (EtOAc), CO.O (MeOH water). The product is ClC1=NC=C(C(=N1)NC1=CC=C(C=C1)OCC#C)F (2-chloro-5-fluoro-N4-[4-(prop-2-ynyloxy)phenyl]-4-pyrimidineamine). RXN SMILES: [CH2:1]([O:4][C:5]1[CH:11]=[CH:10][C:8]([NH2:9])=[CH:7][CH:6]=1)[C:2]#[CH:3].[Cl:12][C:13]1[N:18]=[C:17](Cl)[C:16]([F:20])=[CH:15][N:14]=1>CO.O.CCOC(C)=O>[Cl:12][C:13]1[N:18]=[C:17]([NH:9][C:8]2[CH:10]=[CH:11][C:5]([O:4][CH2:1][C:2]#[CH:3])=[CH:6][CH:7]=2)[C:16]([F:20])=[CH:15][N:14]=1 |f:2.3|. Reported procedure: 4-(prop-2-ynyloxy)aniline (0.750 g, 5.10 mmol) and 2,4-dichloro-5-fluoropyrimidine (1.27 g, 0.760 mmol, commercially available from Sigma-Aldrich of Milwaukee, Wis., USA) were stirred in MeOH/water (4:1, 35 mL) at room temperature for 18 h. The reaction mixture was diluted with EtOAc (200 mL) and washed with 1N HCl (50 mL) and brine (50 mL). The organic layer was dried (MgSO4), filtered and concentrated in vacuo. The residue was purified by column chromatography (silica gel, hexanes ramped to Et... Reactants: C[Si](C)(C)C=[N+]=[N-] (Trimethylsilyldiazomethane), CCOCC (ether), CC=1C(=NC(=CC1)C)C(=O)O (3,6-dimethyl-pyridine-2-carboxylic acid). Solvent: C1=CC=CC=C1 (benzene), CO (methanol), C(C)(=O)OCC (ethyl actate). Run at time 1.5 hour. Yields the product COC(=O)C1=NC(=CC=C1C)C (3,6-dimethyl-pyridine-2-carboxylic acid methyl ester). Isolated yield 53.2%. As a reaction SMILES: [CH3:1][Si](C=[N+]=[N-])(C)C.CCOCC.[CH3:13][C:14]1[C:15]([C:21]([OH:23])=[O:22])=[N:16][C:17]([CH3:20])=[CH:18][CH:19]=1>C1C=CC=CC=1.CO.C(OCC)(=O)C>[CH3:1][O:22][C:21]([C:15]1[C:14]([CH3:13])=[CH:19][CH:18]=[C:17]([CH3:20])[N:16]=1)=[O:23]. Procedure details: Trimethylsilyldiazomethane 2M in ether (5.7 ml, 11.4 mmole, 1.4 eq.) is added dropwise at RT to a suspension of 3,6-dimethyl-pyridine-2-carboxylic acid (containing potassium chloride) (3.07 g à 25%, 8.12 mmole, 1 eq.) in benzene (24 ml) and methanol (8 ml), and the yellow suspension is stirred at RT for 1.5 h. The yellow mixture is diluted with ethyl actate, washed once with sat. aqueous sodium bicarbonate sol., once with water, once with brine, dried with magnesium sulfate and the solvents are ... Starting materials: C(C)OP(OC(C#CC1=CC2=C(C(=NS2)C2=CC=C(C=C2)Br)C=C1)(C)C)(OCC)=O (Phosphoric acid 3-[3-(4-bromo-phenyl)-benzo[d]isothiazol-6-yl]-1,1-dimethyl-prop-2-ynyl ester diethyl ester), C(C)NCCO (2-Ethylaminoethanol), C1CCOC1 (THF), C(=O)(O)[O-].[Na+] (NaHCO3). The solvent is CCOC(=O)C (EtOAc). Reaction conditions: temperature 50 celsius. The product is BrC1=CC=C(C=C1)C1=NSC2=C1C=CC(=C2)C#CC(C)(C)N(CCO)CC (2-((3-[3-(4-Bromo-phenyl)-benzo[d]isothiazol-6-yl]-1,1-dimethyl-prop-2-ynyl)-ethyl-amino)-ethanol). Reaction SMILES: C(OP(=O)(OCC)O[C:6]([CH3:26])([CH3:25])[C:7]#[C:8][C:9]1[CH:24]=[CH:23][C:12]2[C:13]([C:16]3[CH:21]=[CH:20][C:19]([Br:22])=[CH:18][CH:17]=3)=[N:14][S:15][C:11]=2[CH:10]=1)C.[CH2:31]([NH:33][CH2:34][CH2:35][OH:36])[CH3:32].C1COCC1.C([O-])(O)=O.[Na+]>CCOC(C)=O>[Br:22][C:19]1[CH:18]=[CH:17][C:16]([C:13]2[C:12]3[CH:23]=[CH:24][C:9]([C:8]#[C:7][C:6]([N:33]([CH2:31][CH3:32])[CH2:34][CH2:35][OH:36])([CH3:25])[CH3:26])=[CH:10][C:11]=3[S:15][N:14]=2)=[CH:21][CH:20]=1 |f:3.4|. Reported procedure: To 45 mg (0.09 mmol) Phosphoric acid 3-[3-(4-bromo-phenyl)-benzo[d]isothiazol-6-yl]-1,1-dimethyl-prop-2-ynyl ester diethyl ester and 16 μl (0.18 mmol) 2-Ethylaminoethanol in 0.5 ml THF 10.2 mg (0.01 mmol) tetrakis(triphenylphosphine)palladium was added and the suspension stirred at 50° C. over night. The mixture was added to a saturated aqueous solution of NaHCO3 and EtOAc, the phases were separated and the inorganic one was extracted with EtOAc. The combined organic phases were washed with brin... The reactants are ( 39 ), FC(OC=1C=C(C=CC1OC(F)F)[C@H](CC1=CC=NC=C1)C1=CC=C(C=C1)NC(SC)=NC#N)F ((R)-4-{2-[3,4-Bis(difluoromethoxy)phenyl]-2-(4-{[(cyanoimino)(methylsulphanyl)methyl]amino}phenyl)ethyl}pyridine), ( 21 ), ( 12 ), FC1=CC=C(CN)C=C1 (4-fluorobenzylamine), 60V, ( 15 ). Yields the product FC(OC=1C=C(C=CC1OC(F)F)[C@H](CC1=CC=NC=C1)C1=CC=C(C=C1)NC(NCC1=CC=C(C=C1)F)=NC#N)F ((R)-N'-{4-[1-[3,4-Bis(difluoromethoxy)phenyl]-2-(4-pyridinyl)ethyl]phenyl}-N"-cyano-N-[(4-fluorophenyl)methyl]guanidine). As a reaction SMILES: [F:1][CH:2]([F:35])[O:3][C:4]1[CH:5]=[C:6]([C@@H:14]([C:22]2[CH:27]=[CH:26][C:25]([NH:28][C:29](=[N:32][C:33]#[N:34])SC)=[CH:24][CH:23]=2)[CH2:15][C:16]2[CH:21]=[CH:20][N:19]=[CH:18][CH:17]=2)[CH:7]=[CH:8][C:9]=1[O:10][CH:11]([F:13])[F:12].[F:36][C:37]1[CH:44]=[CH:43][C:40]([CH2:41][NH2:42])=[CH:39][CH:38]=1>>[F:1][CH:2]([F:35])[O:3][C:4]1[CH:5]=[C:6]([C@@H:14]([C:22]2[CH:27]=[CH:26][C:25]([NH:28][C:29](=[N:32][C:33]#[N:34])[NH:42][CH2:41][C:40]3[CH:43]=[CH:44][C:37]([F:36])=[CH:38][CH:39]=3)=[CH:24][CH:23]=2)[CH2:15][C:16]2[CH:21]=[CH:20][N:19]=[CH:18][CH:17]=2)[CH:7]=[CH:8][C:9]=1[O:10][CH:11]([F:13])[F:12]. Reported procedure: From the compound of Example 10 (400 mg, 0.79 mmol) and 4-fluorobenzylamine (1 ml, excess) as a white solid (300 mg). 1Hnmr (300 MHz, CDCl3) δ 3.29 (2H, d, J 8.0 Hz), 4.23 (1H, t, J 7.99 Hz), 4.43 (2H, d, J 5.67 Hz), 5.10 (1H, br), 6.44 (1H, t, J 73.57 Hz), 6.48 (1H, t, J 73.34 Hz), 6.90 (2H, d, J 5.89 Hz), 7.02-7.06 (2H, c), 7.10 (1H, br), 7.13-7.26 (8H, c) and 8.39 (2H, d, J 5.97 Hz). m/z (ESI, 60V) 582 (MH+, 100), 562 (21), 540 (39), 489 (15), 447 (12). The product is ClC1=CC=C2CCN(C2=C1)C(NC=1C=NC=CC1)=O (6-Chloro-1-(3-pyridylcarbamoyl)indoline). Reaction SMILES: [N:1]1[CH:6]=[CH:5][CH:4]=[C:3]([N:7]=[C:8]=[O:9])[CH:2]=1.[Cl:10][C:11]1[CH:19]=[C:18]2[C:14]([CH2:15][CH2:16][NH:17]2)=[CH:13][CH:12]=1>>[Cl:10][C:11]1[CH:19]=[C:18]2[C:14]([CH2:15][CH2:16][N:17]2[C:8](=[O:9])[NH:7][C:3]2[CH:2]=[N:1][CH:6]=[CH:5][CH:4]=2)=[CH:13][CH:12]=1. The reactants are N1=CC(=CC=C1)N=C=O (3-pyridylisocyanate), ClC1=CC=C2CCNC2=C1 (6-Chloroindoline). Procedure details: The title compound was prepared as in the method of (Example 2) from 3-pyridylisocyanate and 6-chloroindoline (D36) to give (E19) (1.54 g, 73%) m.p. 204°-5° C. The reactants are ClC1=CC=C(C=N1)CC(C#N)NCCO ((6-chloro(3-pyridyl)methyl](2-hydroxyethylamino}ethanenitrile), S(=O)(Cl)Cl (thionyl chloride). Reagents/catalysts: N1=CC=CC=C1 (pyridine). The solvent is C(Cl)(Cl)Cl (chloroform). The product is ClC1=CC=C(C=N1)CC(C#N)NCCCl ((6-chloro(3-pyridyl)methyl](2-chloroethylamino}-ethanenitrile). RXN SMILES: [Cl:1][C:2]1[N:7]=[CH:6][C:5]([CH2:8][CH:9]([NH:12][CH2:13][CH2:14]O)[C:10]#[N:11])=[CH:4][CH:3]=1.S(Cl)([Cl:18])=O>N1C=CC=CC=1.C(Cl)(Cl)Cl>[Cl:1][C:2]1[N:7]=[CH:6][C:5]([CH2:8][CH:9]([NH:12][CH2:13][CH2:14][Cl:18])[C:10]#[N:11])=[CH:4][CH:3]=1. Reported procedure: This compound was prepared in a manner analogous to that set forth in Step C of Example 1, using 5.7 grams (0.0255 mole) of 2-{[(6-chloro(3-pyridyl)methyl](2-hydroxyethylamino}ethanenitrile 3.2 grams (0.0268 mole) of thionyl chloride and one drop (catalyst) of pyridine in 50 mL of chloroform. The yield of the subject compound was 6.0 grams. The NMR spectrum was consistent with the proposed structure. Reactants: [OH-].[K+] (KOH), N1N=CC(=C1)C(=O)OCC (ethyl 1H-pyrazole-4-carboxylate), C(=O)([O-])[O-].[K+].[K+] (K2CO3), COC1=CC=C(CBr)C=C1 (4-methoxybenzyl bromide). Solvent: CCO (EtOH), CC(=O)C (acetone). Reaction conditions: temperature 50 celsius. Yields the product COC1=CC=C(CN2N=CC(=C2)C(=O)O)C=C1 (1-(4-Methoxybenzyl)-1H-pyrazole-4-carboxylic acid). RXN SMILES: [NH:1]1[CH:5]=[C:4]([C:6]([O:8]CC)=[O:7])[CH:3]=[N:2]1.C([O-])([O-])=O.[K+].[K+].[CH3:17][O:18][C:19]1[CH:26]=[CH:25][C:22]([CH2:23]Br)=[CH:21][CH:20]=1.[OH-].[K+]>CC(C)=O.CCO>[CH3:17][O:18][C:19]1[CH:26]=[CH:25][C:22]([CH2:23][N:2]2[CH:3]=[C:4]([C:6]([OH:8])=[O:7])[CH:5]=[N:1]2)=[CH:21][CH:20]=1 |f:1.2.3,5.6|. Procedure details: A mixture of ethyl 1H-pyrazole-4-carboxylate (400 mg, 2.85 mmol), K2CO3 (1.97 g, 14.3 mmol) and 4-methoxybenzyl bromide (0.453 ml, 3.14 mmol) in dry acetone (10 ml) was heated to 50° C. for 3 h. The reaction mixture was filtered, and the filtrate was concentrated. EtOH (10 mL) and KOH (320 mg, 5.71 mmol) were added and the mixture was heated to 65° C. for 6 h, before it was concentrated again. The crude product was dissolved in water (5 ml), washed with EA (2×10 ml) and acidified with 1N HCl. Th... The reactants are C1CCOC1, [Li]CCCC, CI, CC(C)[N-]C(C)C, CC(C)NC(C)C, C=CCC1CC(c2cccc(Cl)c2)C(c2ccc(Cl)cc2)N(C(C)C)S1, [Li+]. Product: C=CCC1(C)CC(c2cccc(Cl)c2)C(c2ccc(Cl)cc2)N(C(C)C)S1. As a reaction SMILES: [CH2:49]1[O:50][CH2:51][CH2:52][CH2:53]1.[CH2:8]([Li:9])[CH2:10][CH2:11][CH3:12].[CH3:39][I:40].[CH3:42][CH:43]([N-:44][CH:45]([CH3:46])[CH3:47])[CH3:48].[CH:1]([NH:2][CH:3]([CH3:4])[CH3:5])([CH3:6])[CH3:7].[Cl:13][c:14]1[cH:15][c:16]([CH:20]2[CH:21]([c:32]3[cH:33][cH:34][c:35]([Cl:38])[cH:36][cH:37]3)[N:22]([CH:29]([CH3:30])[CH3:31])[S:23][CH:24]([CH2:26][CH:27]=[CH2:28])[CH2:25]2)[cH:17][cH:18][cH:19]1.[Li+:41]>>[CH3:1][C:24]1([CH2:26][CH:27]=[CH2:28])[S:23][N:22]([CH:29]([CH3:30])[CH3:31])[CH:21]([c:32]2[cH:33][cH:34][c:35]([Cl:38])[cH:36][cH:37]2)[CH:20]([c:16]2[cH:15][c:14]([Cl:13])[cH:19][cH:18][cH:17]2)[CH2:25]1.